describe an organic reaction: reactants, conditions, products, and yield From a dataset of the Open Reaction Database (ORD), a public repository of structured organic reaction records. Reactants: COc1cccc(-c2ccc(C3=Nc4c(F)cccc4C(C(C)C(=O)[O-])N3c3cc(C(F)(F)F)ccc3OC)cc2)c1, [Na+], C1COCCO1, [OH-]. The product is COc1cccc(-c2ccc(C3=Nc4c(F)cccc4C(CC(=O)O)N3c3cc(C(F)(F)F)ccc3OC)cc2)c1. RXN SMILES: [CH3:1][CH:2]([C:3](=[O:4])[O-:5])[CH:6]1[N:7]([c:31]2[c:32]([O:41][CH3:42])[cH:33][cH:34][c:35]([C:37]([F:38])([F:39])[F:40])[cH:36]2)[C:8]([c:17]2[cH:18][cH:19][c:20](-[c:23]3[cH:24][c:25]([O:29][CH3:30])[cH:26][cH:27][cH:28]3)[cH:21][cH:22]2)=[N:9][c:10]2[c:11]([F:16])[cH:12][cH:13][cH:14][c:15]21.[Na+:44].[O:45]1[CH2:46][CH2:47][O:48][CH2:49][CH2:50]1.[OH-:43]>>[CH2:2]([C:3](=[O:4])[OH:5])[CH:6]1[N:7]([c:31]2[c:32]([O:41][CH3:42])[cH:33][cH:34][c:35]([C:37]([F:38])([F:39])[F:40])[cH:36]2)[C:8]([c:17]2[cH:18][cH:19][c:20](-[c:23]3[cH:24][c:25]([O:29][CH3:30])[cH:26][cH:27][cH:28]3)[cH:21][cH:22]2)=[N:9][c:10]2[c:11]([F:16])[cH:12][cH:13][cH:14][c:15]21.